This data is from the Open Reaction Database (ORD), a public repository of structured organic reaction records. The task is: describe an organic reaction: reactants, conditions, products, and yield Reactants: 133A, Cl[Si](C)(C)C (chlorotrimethylsilane), N1=CC=CC=C1 (pyridine), ClS(=O)(=O)C1=C(C(=O)OC)C=CC=C1 (methyl 2-(chlorosulfonyl)benzoate), Cl (HCl). Solvent: ClCCl (dichloromethane). Run at time 1 hour. Yields the product COC(=O)C1=C(C=CC=C1)S(=O)(=O)NC1=C(C2=CC=CC=C2C=C1)C(=O)OC (methyl 2-({[2-(methoxycarbonyl)phenyl]sulfonyl}amino)-1-naphthoate). Reaction SMILES: Cl[Si](C)(C)C.[N:6]1[CH:11]=[CH:10][CH:9]=[CH:8][CH:7]=1.Cl[S:13]([C:16]1[CH:25]=[CH:24][CH:23]=[CH:22][C:17]=1[C:18]([O:20][CH3:21])=[O:19])(=[O:15])=[O:14].Cl>ClCCl>[CH3:21][O:20][C:18]([C:17]1[CH:22]=[CH:23][CH:24]=[CH:25][C:16]=1[S:13]([NH:6][C:11]1[CH:24]=[CH:25][C:16]2[C:9](=[CH:8][CH:7]=[CH:22][CH:17]=2)[C:10]=1[C:18]([O:20][CH3:21])=[O:19])(=[O:15])=[O:14])=[O:19]. Procedure details: A solution of 133A (0.50 g, 2.48 mmol) in dichloromethane (8.0 mL) was treated with chlorotrimethylsilane (3.0 mL of 1M solution in CH2Cl2, 2.98 mmol) and pyridine (8.0 mL), stirred at room temperature for 1 hour, treated with methyl 2-(chlorosulfonyl)benzoate (0.873 g, 3.72 mmol), stirred overnight at room temperature treated with 1N HCl (20 mL), and extracted with dichloromethane (2×). The combined organic phases were dried (MgSO4), filtered, and concentrated. The resulting residue was purifie... Reactants: COC(=O)CBr, CN(C)C=O, O, Cc1cc2c(O)cccc2n1Cc1cccc(-c2ccccc2)c1. Yields the product COC(=O)COc1cccc2c1cc(C)n2Cc1cccc(-c2ccccc2)c1. RXN SMILES: [Br:25][CH2:26][C:27](=[O:28])[O:29][CH3:30].[O:31]=[CH:32][N:33]([CH3:34])[CH3:35].[OH2:36].[c:1]1(-[c:19]2[cH:20][cH:21][cH:22][cH:23][cH:24]2)[cH:2][c:3]([CH2:7][n:8]2[c:9]([CH3:18])[cH:10][c:11]3[c:12]([OH:17])[cH:13][cH:14][cH:15][c:16]23)[cH:4][cH:5][cH:6]1>>[c:1]1(-[c:19]2[cH:20][cH:21][cH:22][cH:23][cH:24]2)[cH:2][c:3]([CH2:7][n:8]2[c:9]([CH3:18])[cH:10][c:11]3[c:12]([O:17][CH2:26][C:27](=[O:28])[O:29][CH3:30])[cH:13][cH:14][cH:15][c:16]23)[cH:4][cH:5][cH:6]1.